describe an organic reaction: reactants, conditions, products, and yield From a dataset of the Open Reaction Database (ORD), a public repository of structured organic reaction records. The reactants are [Al+3], CCCCCCCNC(=O)CC(C)(C)CCO, [H-], [H-], [H-], [H-], [Li+], C1CCOC1. Product: CCCCCCCNCCC(C)(C)CCO. Reaction SMILES: [Al+3:2].[CH2:7]([CH2:8][CH2:9][CH2:10][CH2:11][CH2:12][CH3:13])[NH:14][C:15]([CH2:16][C:17]([CH2:18][CH2:19][OH:20])([CH3:21])[CH3:22])=[O:23].[H-:1].[H-:4].[H-:5].[H-:6].[Li+:3].[O:24]1[CH2:25][CH2:26][CH2:27][CH2:28]1>>[CH2:7]([CH2:8][CH2:9][CH2:10][CH2:11][CH2:12][CH3:13])[NH:14][CH2:15][CH2:16][C:17]([CH2:18][CH2:19][OH:20])([CH3:21])[CH3:22].